This data is from the Open Reaction Database (ORD), a public repository of structured organic reaction records. The task is: describe an organic reaction: reactants, conditions, products, and yield The reactants are C(C1=CC=CC=C1)OC=1C(=NC=CC1)C=CCC1=CC=C(C(=O)OC)C=C1 (Methyl 4-[3-(3-benzyloxy-2-pyridyl)prop-2-enyl]benzoate). The reagents and catalysts are [Pd] (palladium on carbon). Solvent: C(C)O (ethanol), CCOC(=O)C (EtOAc). Reaction conditions: time 10 hour. Product: OC=1C(=NC=CC1)CCCC1=CC=C(C(=O)OC)C=C1 (methyl 4-[3-(3-hydroxy-2-pyridyl)propyl]benzoate). The yield is 77.2%. Reaction SMILES: C([O:8][C:9]1[C:10]([CH:15]=[CH:16][CH2:17][C:18]2[CH:27]=[CH:26][C:21]([C:22]([O:24][CH3:25])=[O:23])=[CH:20][CH:19]=2)=[N:11][CH:12]=[CH:13][CH:14]=1)C1C=CC=CC=1>C(O)C.CCOC(C)=O.[Pd]>[OH:8][C:9]1[C:10]([CH2:15][CH2:16][CH2:17][C:18]2[CH:27]=[CH:26][C:21]([C:22]([O:24][CH3:25])=[O:23])=[CH:20][CH:19]=2)=[N:11][CH:12]=[CH:13][CH:14]=1. Reported procedure: Methyl 4-[3-(3-benzyloxy-2-pyridyl)prop-2-enyl]benzoate (1.5 g, 4.2 mmol) was dissolved in ethanol (5 ml) and EtOAc (15 ml), treated with 10% palladium on carbon (0.15 g) and placed under a hydrogen atmosphere. The mixture was stirred at ambient temperature for 10 hours and filtered and evaporated to give methyl 4-[3-(3-hydroxy-2-pyridyl)propyl]benzoate as a yellow oil (0.88 g, 77%). The reactants are Cuprous oxide, C(C=C)(=O)OC (methyl acrylate), OC(COC1=CC=C(N)C=C1)C=1N=C(OC1C)C1=CC=CC=C1 (4-[2-Hydroxy-2-(5-methyl-2-phenyl-4-oxazolyl)ethoxy]aniline), Br (HBr), N(=O)[O-].[Na+] (NaNO2). Solvent: CO (methanol), CC(=O)C (acetone), O (water). Conditions: temperature 5 celsius, time 15 minute. The product is BrC(C(=O)OC)CC1=CC=C(C=C1)OCC(C=1N=C(OC1C)C1=CC=CC=C1)O (methyl 2-bromo-3-{4-[2-hydroxy-2-(5-methyl-2-phenyl-4-oxazolyl)ethoxy] phenyl}propionate), material. Isolated yield 98.5%. RXN SMILES: [OH:1][CH:2]([C:12]1[N:13]=[C:14]([C:18]2[CH:23]=[CH:22][CH:21]=[CH:20][CH:19]=2)[O:15][C:16]=1[CH3:17])[CH2:3][O:4][C:5]1[CH:11]=[CH:10][C:8](N)=[CH:7][CH:6]=1.[BrH:24].N([O-])=O.[Na+].[C:29]([O:33][CH3:34])(=[O:32])[CH:30]=[CH2:31]>CO.CC(C)=O.O>[Br:24][CH:30]([CH2:31][C:8]1[CH:10]=[CH:11][C:5]([O:4][CH2:3][CH:2]([OH:1])[C:12]2[N:13]=[C:14]([C:18]3[CH:23]=[CH:22][CH:21]=[CH:20][CH:19]=3)[O:15][C:16]=2[CH3:17])=[CH:6][CH:7]=1)[C:29]([O:33][CH3:34])=[O:32] |f:2.3|. Procedure details: 4-[2-Hydroxy-2-(5-methyl-2-phenyl-4-oxazolyl)ethoxy]aniline (18.5 g) was dissolved in methanol (50 ml)-acetone (150 ml), and 47% aqueous HBr (41.0 g) was added to the solution. Then, a solution of NaNO2 (4.5 g) in water (10 ml) was added dropwise to the mixture at a temperature of not higher than 5° C. The whole was stirred at 5° C. for 15 minutes, and methyl acrylate (30.4 g) was added to the mixed solution, followed by warming at 38° C. Cuprous oxide (2.0 g) was added in small portions to the ... Starting materials: C(CCC)(=O)OC[C@H]1CO1 ((R)-glycidyl butyrate), C(=O)(OCC1=CC=CC=C1)NC1=CC(=C(C=C1)N1CC(C1)OC)F (N-(carbobenzyloxy)-3-fluoro-4-(3-methoxy-1-azetidinyl)aniline), C(CCC)[Li] (n-butyllithium), solution. The solvent is O1CCCC1 (tetrahydrofuran), hexanes. Reaction conditions: time 15 minute. Product: FC=1C=C(C=CC1N1CC(C1)OC)N1C(O[C@H](C1)CO)=O ((R)-[3-[3-fluoro-4-(3-methoxy-1-azetidinyl)phenyl]-2-oxo-5-oxazolidinyl]methanol). Yield: 68.3%. As a reaction SMILES: [C:1]([NH:11][C:12]1[CH:17]=[CH:16][C:15]([N:18]2[CH2:21][CH:20]([O:22][CH3:23])[CH2:19]2)=[C:14]([F:24])[CH:13]=1)(OCC1C=CC=CC=1)=O.C([Li])CCC.[C:30]([O:35][CH2:36][C@@H:37]1[O:39]C1)(=[O:34])CCC>O1CCCC1>[F:24][C:14]1[CH:13]=[C:12]([N:11]2[CH2:1][C@H:36]([CH2:37][OH:39])[O:35][C:30]2=[O:34])[CH:17]=[CH:16][C:15]=1[N:18]1[CH2:21][CH:20]([O:22][CH3:23])[CH2:19]1. Procedure: A solution of N-(carbobenzyloxy)-3-fluoro-4-(3-methoxy-1-azetidinyl)aniline (0.865 g, 2.62 mmol) in dry tetrahydrofuran (10 mL) was cooled to -78° C. under a nitrogen atmosphere and treated with n-butyllithium (1.65 mL of a 1.6M solution in hexanes, 2.65 mmol). After stirring at -78°0 C. for 15 min, the reaction mixture was treated with (R)-glycidyl butyrate (0.374 mL, 2.65 mmol). The cooling bath was then removed and the reaction mixture allowed to warm to ambient temperature. After 1 h the rea...